From a dataset of the Open Reaction Database (ORD), a public repository of structured organic reaction records. describe an organic reaction: reactants, conditions, products, and yield As a reaction SMILES: [CH3:21][CH2:22][OH:23].[NH3:20].[OH2:19].[c:1]1([CH2:7][CH:8]=[CH:9][c:10]2[cH:11][c:12]([N+:16]([O-:17])=[O:18])[cH:13][cH:14][cH:15]2)[cH:2][cH:3][cH:4][cH:5][cH:6]1>>[c:1]1([CH2:7][CH:8]=[CH:9][c:10]2[cH:11][c:12]([NH2:16])[cH:13][cH:14][cH:15]2)[cH:2][cH:3][cH:4][cH:5][cH:6]1. Product: Nc1cccc(C=CCc2ccccc2)c1. The reactants are CCO, N, O, O=[N+]([O-])c1cccc(C=CCc2ccccc2)c1. Starting materials: CC1([C@@H]([C@@H]1\C=C/C(=O)O)C(=O)O[C@@H](C1=CC(=CC=C1)OC1=CC=CC=C1)C#N)C ((S)α-cyano-3-phenoxy-benzyl (IR,cis) 2,2-dimethyl-3-[(Z) 3-hydroxy-3-oxo-1-propenyl]-cyclopropane-carboxylate), C=1C=CC(=CC1)CCO (phenethanol), C(#N)[C@H](C1=CC(=CC=C1)OC1=CC=CC=C1)O ((S)α-cyano-3-phenoxy-benzyl alcohol). The solvent is C1=CC=CC=C1 (benzene). The product is CC1([C@@H]([C@@H]1\C=C/C(OCCC1=CC=CC=C1)=O)C(=O)O[C@@H](C1=CC(=CC=C1)OC1=CC=CC=C1)C#N)C ((S) -cyano-3-phenoxy-benzyl (IR,cis) 2,2-dimethyl-3[(Z) 3-oxo -3-phenethoxy-1-propenyl]-cyclopropane-carboxylate). Reaction SMILES: [CH3:1][C:2]1([CH3:29])[C@@H:4](/[CH:5]=[CH:6]\[C:7]([OH:9])=[O:8])[C@H:3]1[C:10]([O:12][C@H:13]([C:27]#[N:28])[C:14]1[CH:19]=[CH:18][CH:17]=[C:16]([O:20][C:21]2[CH:26]=[CH:25][CH:24]=[CH:23][CH:22]=2)[CH:15]=1)=[O:11].[CH:30]1[CH:31]=[CH:32][C:33]([CH2:36][CH2:37]O)=[CH:34][CH:35]=1.C([C@@H](O)C1C=CC=C(OC2C=CC=CC=2)C=1)#N>C1C=CC=CC=1>[CH3:1][C:2]1([CH3:29])[C@@H:4](/[CH:5]=[CH:6]\[C:7](=[O:9])[O:8][CH2:37][CH2:36][C:33]2[CH:34]=[CH:35][CH:30]=[CH:31][CH:32]=2)[C@H:3]1[C:10]([O:12][C@H:13]([C:27]#[N:28])[C:14]1[CH:19]=[CH:18][CH:17]=[C:16]([O:20][C:21]2[CH:26]=[CH:25][CH:24]=[CH:23][CH:22]=2)[CH:15]=1)=[O:11]. Procedure: Using the procedure of Step F of Example 9the ester of Step A of Example 31 after reaction with phenethanol and (S)α-cyano-3-phenoxy-benzyl alcohol was reacted to obtain (S) -cyano-3-phenoxy-benzyl (IR,cis) 2,2-dimethyl-3[(Z) 3-oxo -3-phenethoxy-1-propenyl]-cyclopropane-carboxylate with a specific rotation of [α]D20 =+46°±2.5° (c=0.5% in benzene). The reactants are BrC=1C=C(C(=C2N=NSC21)N)I (7-bromo-5-iodo-1,2,3-benzothiadiazol-4-amine), N(=O)OC(C)(C)C (tert-butyl nitrite). Run in C1CCOC1 (THF). Conditions: time 30 minute. Product: BrC1=CC(=CC=2N=NSC21)I (7-bromo-5-iodo-1,2,3-benzothiadiazole). The yield is 60.4%. Reaction SMILES: [Br:1][C:2]1[CH:3]=[C:4]([I:12])[C:5](N)=[C:6]2[C:10]=1[S:9][N:8]=[N:7]2.N(OC(C)(C)C)=O>C1COCC1>[Br:1][C:2]1[C:10]2[S:9][N:8]=[N:7][C:6]=2[CH:5]=[C:4]([I:12])[CH:3]=1. Procedure: To a solution of 7-bromo-5-iodo-1,2,3-benzothiadiazol-4-amine (95 mg, 0.267 mmol) in THF (6 mL) was added tert-butyl nitrite (0.127 mL, 1.067 mmol) at RT, and the reaction was stirred for 30 min. The solution was adsorbed onto silica gel and purified by ISCO chromatography (1% EtOAc:heptane) to afford 55 mg (60%) of the title compound as a brown solid. 1H NMR (400 MHz, CDCl3): δ 8.09 (d, J=1.0 Hz, 1 H), 8.94 (d, J=1.3 Hz, 1 H). The reactants are C1CCOC1, CC(C)(C)OC(=O)N1CCC(Oc2cccc3ccc(-c4nnc5ccccn45)nc23)CC1C(=O)O. Yields the product CC(C)(C)OC(=O)N1CCC(Oc2cccc3ccc(-c4nnc5ccccn45)nc23)CC1CO. RXN SMILES: [CH2:37]1[O:38][CH2:39][CH2:40][CH2:41]1.[n:1]1[n:2][c:3](-[c:10]2[n:11][c:12]3[c:13]([O:20][CH:21]4[CH2:22][CH:23]([C:34](=[O:35])[OH:36])[N:24]([C:27](=[O:28])[O:29][C:30]([CH3:31])([CH3:32])[CH3:33])[CH2:25][CH2:26]4)[cH:14][cH:15][cH:16][c:17]3[cH:18][cH:19]2)[n:4]2[c:5]1[cH:6][cH:7][cH:8][cH:9]2>>[n:1]1[n:2][c:3](-[c:10]2[n:11][c:12]3[c:13]([O:20][CH:21]4[CH2:22][CH:23]([CH2:34][OH:35])[N:24]([C:27](=[O:28])[O:29][C:30]([CH3:31])([CH3:32])[CH3:33])[CH2:25][CH2:26]4)[cH:14][cH:15][cH:16][c:17]3[cH:18][cH:19]2)[n:4]2[c:5]1[cH:6][cH:7][cH:8][cH:9]2. Reactants: ClC=1C=CC(=C(C1)OC)[N+](=O)[O-] (5-chloro-2-nitroanisole), C(=O)[O-].[NH4+] (ammonium formate). The reagents and catalysts are [Pt] (platinum on carbon). Run in CO (MeOH). Yields the product ClC1=CC(=C(N)C=C1)OC (4-chloro-2-methoxyaniline). RXN SMILES: [Cl:1][C:2]1[CH:3]=[CH:4][C:5]([N+:10]([O-])=O)=[C:6]([O:8][CH3:9])[CH:7]=1.C([O-])=O.[NH4+]>[Pt].CO>[Cl:1][C:2]1[CH:3]=[CH:4][C:5]([NH2:10])=[C:6]([O:8][CH3:9])[CH:7]=1 |f:1.2|. Procedure: A mixture of 5-chloro-2-nitroanisole (1.0 g, Sigma-Aldrich), ammonium formate (3.36 g, Alfa-Aesar) and 10% platinum on carbon (100 mg) in MeOH (10 mL) was heated to reflux for 45 minutes then cooled to room temperature and filtered through celite, washing with MeOH. The filtrates were concentrated and the residue was dissolved in EtOAc and water. The organics were dried (MgSO4) and concentrated to a brown oil. The material was absorbed onto silica and columned eluting ethyl acetate/heptane mixtu... The reactants are CS(=O)(=O)OCC1=C(C=C(C(=C1)F)C#N)F (4-Cyano-2,5-difluorobenzyl methanesulfonate), [N-]=[N+]=[N-].[Na+] (sodium azide). Run in O (water), CN(C)C=O (DMF), O (water). Reaction conditions: time 2 hour. Product: N(=[N+]=[N-])CC1=CC(=C(C#N)C=C1F)F (4-Azidomethyl-2,5-difluorobenzonitrile). Reaction SMILES: CS(O[CH2:6][C:7]1[CH:12]=[C:11]([F:13])[C:10]([C:14]#[N:15])=[CH:9][C:8]=1[F:16])(=O)=O.[N-:17]=[N+:18]=[N-:19].[Na+]>O.CN(C=O)C>[N:17]([CH2:6][C:7]1[C:8]([F:16])=[CH:9][C:10]([C:14]#[N:15])=[C:11]([F:13])[CH:12]=1)=[N+:18]=[N-:19] |f:1.2|. Procedure: A mixture of 4-cyano-2,5-difluorobenzyl methanesulfonate (4.5 g, 0.0182 mol; see step (iv) above) and sodium azide (2.0 g, 0.031 mol) in 20 mL of water and 40 mL of DMF was stirred at room temperature for 2 h. It was subsequently poured into 300 mL of water and extracted three times with diethyl ether. The combined ethereal phase was washed several times with water, dried (Na2SO4) and evaporated. A small sample was evaporated for NMR purposes and the product crystallised. The rest was evaporated... Starting materials: BrC=1C=NC=2N(C1)N=C(C2)C(=O)O (6-bromo-pyrazolo[1,5-a]pyrimidine-2-carboxylic acid), CC1NCCC2=CC(=CC=C12)C(=O)N1CCOCC1 ((1-Methyl-1,2,3,4-tetrahydro-isoquinolin-6-yl)-morpholin-4-yl-methanone). Product: BrC=1C=NC=2N(C1)N=C(C2)C(=O)N2C(C1=CC=C(C=C1CC2)C(=O)N2CCOCC2)C ((6-Bromo-pyrazolo[1,5-a]pyrimidin-2-yl)-[1-methyl-6-(morpholine-4-carbonyl)-3,4-dihydro-1H-isoquinolin-2-yl]-methanone). RXN SMILES: [Br:1][C:2]1[CH:3]=[N:4][C:5]2[N:6]([N:8]=[C:9]([C:11]([OH:13])=O)[CH:10]=2)[CH:7]=1.[CH3:14][CH:15]1[C:24]2[C:19](=[CH:20][C:21]([C:25]([N:27]3[CH2:32][CH2:31][O:30][CH2:29][CH2:28]3)=[O:26])=[CH:22][CH:23]=2)[CH2:18][CH2:17][NH:16]1>>[Br:1][C:2]1[CH:3]=[N:4][C:5]2[N:6]([N:8]=[C:9]([C:11]([N:16]3[CH2:17][CH2:18][C:19]4[C:24](=[CH:23][CH:22]=[C:21]([C:25]([N:27]5[CH2:32][CH2:31][O:30][CH2:29][CH2:28]5)=[O:26])[CH:20]=4)[CH:15]3[CH3:14])=[O:13])[CH:10]=2)[CH:7]=1. Procedure details: In close analogy to the procedure described in Example 1, 6-bromo-pyrazolo[1,5-a]pyrimidine-2-carboxylic acid is reacted with (1-Methyl-1,2,3,4-tetrahydro-isoquinolin-6-yl)-morpholin-4-yl-methanone to provide the title compound in moderate yield.